This data is from the Open Reaction Database (ORD), a public repository of structured organic reaction records. The task is: describe an organic reaction: reactants, conditions, products, and yield Reactants: C(C)(C)(C)OC(N[C@@H]1[C@H](CCCC1)N1C=NC2=C3C(=C(C=C2C1=O)CC=1C=NC(=CC1)Cl)C=CC=C3)=O (tert-butyl{(1S,2S)-2-[6-[(6-chloropyridin-3-yl)methyl]-4-oxobenzo[h]quinazolin-3(4H)-yl]cyclohexyl}carbamate), Cl (hydrochloric acid). The solvent is CO (methanol). Conditions: temperature 60 celsius. Product: N[C@@H]1[C@H](CCCC1)N1C=NC2=C3C(=C(C=C2C1=O)CC=1C=NC(=CC1)Cl)C=CC=C3 (3-[(1S,2S)-2-aminocyclohexyl]-6-[(6-chloropyridin-3-yl)methyl]benzo[h]quinazolin-4(3H)-one). As a reaction SMILES: C(OC(=O)[NH:7][C@H:8]1[CH2:13][CH2:12][CH2:11][CH2:10][C@@H:9]1[N:14]1[C:23](=[O:24])[C:22]2[C:17](=[C:18]3[CH:36]=[CH:35][CH:34]=[CH:33][C:19]3=[C:20]([CH2:25][C:26]3[CH:27]=[N:28][C:29]([Cl:32])=[CH:30][CH:31]=3)[CH:21]=2)[N:16]=[CH:15]1)(C)(C)C.Cl>CO>[NH2:7][C@H:8]1[CH2:13][CH2:12][CH2:11][CH2:10][C@@H:9]1[N:14]1[C:23](=[O:24])[C:22]2[C:17](=[C:18]3[CH:36]=[CH:35][CH:34]=[CH:33][C:19]3=[C:20]([CH2:25][C:26]3[CH:27]=[N:28][C:29]([Cl:32])=[CH:30][CH:31]=3)[CH:21]=2)[N:16]=[CH:15]1. Procedure details: To a solution of tert-butyl{(1S,2S)-2-[6-[(6-chloropyridin-3-yl)methyl]-4-oxobenzo[h]quinazolin-3(4H)-yl]cyclohexyl}carbamate (0.080 g, 0.15 mmol) in 2 mL of methanol was added hydrochloric acid (0.15 mL, 6 N aqueous, 0.92 mmol). The reaction was heated at 60° C. for 2 h, cooled to ambient temperature and concentrated in vacuo. The residue was concentrated twice with toluene. The residue was purified via preparative reverse phase HPLC to provide 3-[(1S,2S)-2-aminocyclohexyl]-6-[(6-chloropyridin-...